This data is from the Open Reaction Database (ORD), a public repository of structured organic reaction records. The task is: describe an organic reaction: reactants, conditions, products, and yield The product is CCN1C(=O)C(C(=O)Nc2ccc(F)cc2F)c2ccc(C(=O)c3ccccc3)cc21. The reactants are ClCCl, CCN1C(=O)Cc2ccc(C(=O)c3ccccc3)cc21, CN(C)C=O, Cl, O=C=Nc1ccc(F)cc1F, [H-], [Na+]. Reaction SMILES: [CH2:35]([Cl:36])[Cl:37].[CH2:3]([CH3:4])[N:5]1[C:6](=[O:22])[CH2:7][c:8]2[cH:9][cH:10][c:11]([C:14]([c:15]3[cH:16][cH:17][cH:18][cH:19][cH:20]3)=[O:21])[cH:12][c:13]21.[CH3:38][N:39]([CH3:40])[CH:41]=[O:42].[ClH:34].[F:23][c:24]1[c:25]([N:31]=[C:32]=[O:33])[cH:26][cH:27][c:28]([F:30])[cH:29]1.[H-:1].[Na+:2]>>[CH2:3]([CH3:4])[N:5]1[C:6](=[O:22])[CH:7]([C:32]([NH:31][c:25]2[c:24]([F:23])[cH:29][c:28]([F:30])[cH:27][cH:26]2)=[O:33])[c:8]2[cH:9][cH:10][c:11]([C:14]([c:15]3[cH:16][cH:17][cH:18][cH:19][cH:20]3)=[O:21])[cH:12][c:13]21. Reactants: N[C@@H](CC(C)C)C(=O)O (leucine), N1C(=O)NC(=O)C=C1 (uracil), N[C@@H](CC(C)C)C(=O)O (L-leucine), N[C@@H](CC1=CNC2=CC=CC=C12)C(=O)O (L-tryptophan), N[C@@H](CC1=CNC2=CC=CC=C12)C(=O)O (tryptophan), O=C[C@H](O)[C@@H](O)[C@H](O)[C@H](O)CO (D-glucose), N1C(=O)NC(=O)C=C1 (uracil), [OH-].[Na+] (NaOH), OP(=O)(O)O (H3PO4), amino acids, product #291940, N[C@@H](CC1=CNC=N1)C(=O)O (histidine). Run in C(C)O (ethanol). Product: C(CCC)(O)O (butanediol), O=C[C@H](O)[C@@H](O)[C@H](O)[C@H](O)CO (glucose). RXN SMILES: N[C@H:2]([C:7]([OH:9])=[O:8])[CH2:3][CH:4](C)C.N[C@H](C(O)=O)CC1C2C(=CC=CC=2)NC=1.N[C@H](C(O)=O)CC1N=CNC=1.N1C=CC(=O)NC1=O.[O:44]=[CH:45][C@@H:46]([C@H:48]([C@@H:50]([C@@H:52]([CH2:54][OH:55])[OH:53])[OH:51])[OH:49])[OH:47].[OH-].[Na+].OP(O)(O)=O>C(O)C>[CH:7]([OH:9])([OH:8])[CH2:2][CH2:3][CH3:4].[O:44]=[CH:45][C@@H:46]([C@H:48]([C@@H:50]([C@@H:52]([CH2:54][OH:55])[OH:53])[OH:51])[OH:49])[OH:47] |f:5.6|. Reported procedure: One liter fermenters were prepared with 540 mL of medium containing (per L): 6.7 g yeast nitrogen base without amino acids (DIFCO, product #291940); 0.2 g L-leucine; 0.04 g L-tryptophan; 2.8 g yeast synthetic drop-out medium supplements without histidine, leucine, tryptophan and uracil (Sigma, product #Y2001); and 10 mL ethanol. D-glucose (50% w/w) was added fed-batch so that concentration, initially at 30 g/L, varied between 30 and 5 g/L. Temperature was controlled at 30° C. and pH was maintain... Starting materials: C(C1CO1)OC1=C(C=CC=C1)C(C)CC (o-sec-butylphenyl glycidyl ether), N (ammonia). Run in O (water). Conditions: temperature 80 celsius, time 1 hour. Product: OC(CN)COC1=C(C=CC=C1)C(C)CC (2-Hydroxy-3-(o-sec-butylphenoxy)propylamine). Reaction SMILES: [CH2:1]([O:5][C:6]1[CH:11]=[CH:10][CH:9]=[CH:8][C:7]=1[CH:12]([CH2:14][CH3:15])[CH3:13])[CH:2]1[O:4][CH2:3]1.[NH3:16]>O>[OH:4][CH:2]([CH2:1][O:5][C:6]1[CH:11]=[CH:10][CH:9]=[CH:8][C:7]=1[CH:12]([CH2:14][CH3:15])[CH3:13])[CH2:3][NH2:16]. Procedure: A 2.5 liter autoclave is charged, at room temperature and under nitrogen blanketing, with 429 g (2.1 mol) of o-sec-butylphenyl glycidyl ether and 30.2 g of water. Then 698.5 g (41.08 mol) of ammonia gas is blown in under pressure over 5 minutes and the reaction mixture is thereafter heated to 80° C. over 2 hours. After 1 hour at 80° C., the reaction mixture is cooled to room temperature, the pressure in the system is removed and the reaction product is concentrated on a rotary evaporator at 80° ... Starting materials: C(C1=CC=CC=C1)(=O)Cl (benzoyl chloride), C(OC)(OC)=O (dimethyl carbonate). Reagents/catalysts: [Br-].C(CCC)[P+](CCCC)(CCCC)CCCC (tetra-n-butyl phosphonium bromide). The solvent is S1(=O)(=O)CCCC1 (sulfolane). Conditions: temperature 150 celsius, time 22 hour. The product is C(C1=CC=CC=C1)(=O)OC (methyl benzoate). Yield: 92.6%. As a reaction SMILES: C(Cl)(=O)[C:2]1[CH:7]=[CH:6][CH:5]=[CH:4][CH:3]=1.[C:10](=O)([O:13][CH3:14])[O:11]C>[Br-].C([P+](CCCC)(CCCC)CCCC)CCC.S1(CCCC1)(=O)=O>[C:10]([O:13][CH3:14])(=[O:11])[C:2]1[CH:7]=[CH:6][CH:5]=[CH:4][CH:3]=1 |f:2.3|. Procedure details: A mixture of 7.03 g (0.05 g mole) of benzoyl chloride, 4.5 g (0.05 g mole) of dimethyl carbonate, and 0.85 g (0.0025 g mole) of tetra-n-butyl phosphonium bromide (TBPB) in 25 ml of sulfolane was heated at 150° C. in a reaction flask equipped with reflux condenser. After 22 hours, the condenser was replaced by a distillation head and 6.3 g (93 percent yield) of methyl benzoate distilled at 83° C.-85° C./17 mm.